Dataset: the Open Reaction Database (ORD), a public repository of structured organic reaction records. Task: describe an organic reaction: reactants, conditions, products, and yield The reactants are CC1=CC=C(C=C1)C=1C(=CC=CC1)C(=O)NC1=CC=C(C(=O)N(C2=C(C=CC=C2)C)CC(=O)OCC)C=C1 (4-(4′-methylbiphenyl-2-carboxamido)-N-ethoxycarbonylmethyl-N-(2-methylphenyl)benzamide), [BH4-].[Na+] (sodium borohydride), Cl (hydrochloric acid), [BH4-].[Na+] (sodium borohydride). Run in C(C)O (ethanol), C(C)(=O)OCC (ethyl acetate). Reaction conditions: time 2 hour. Product: CC1=CC=C(C=C1)C=1C(=CC=CC1)C(=O)NC1=CC=C(C(=O)N(C2=C(C=CC=C2)C)CCO)C=C1 (4-(4′-methylbiphenyl-2-carboxamido)-N-(2-hydroxyethyl)-N-(2-methylphenyl)benzamide). Isolated yield 76.3%. RXN SMILES: [CH3:1][C:2]1[CH:7]=[CH:6][C:5]([C:8]2[C:9]([C:14]([NH:16][C:17]3[CH:38]=[CH:37][C:20]([C:21]([N:23]([CH2:31][C:32](OCC)=[O:33])[C:24]4[CH:29]=[CH:28][CH:27]=[CH:26][C:25]=4[CH3:30])=[O:22])=[CH:19][CH:18]=3)=[O:15])=[CH:10][CH:11]=[CH:12][CH:13]=2)=[CH:4][CH:3]=1.[BH4-].[Na+].Cl>C(O)C.C(OCC)(=O)C>[CH3:1][C:2]1[CH:3]=[CH:4][C:5]([C:8]2[C:9]([C:14]([NH:16][C:17]3[CH:18]=[CH:19][C:20]([C:21]([N:23]([CH2:31][CH2:32][OH:33])[C:24]4[CH:29]=[CH:28][CH:27]=[CH:26][C:25]=4[CH3:30])=[O:22])=[CH:37][CH:38]=3)=[O:15])=[CH:10][CH:11]=[CH:12][CH:13]=2)=[CH:6][CH:7]=1 |f:1.2|. Procedure: To a solution of 4-(4′-methylbiphenyl-2-carboxamido)-N-ethoxycarbonylmethyl-N-(2-methylphenyl)benzamide (100 mg) in ethanol (5 ml) was added sodium borohydride (37 mg) at 0° C. and the mixture was stirred for 2 hours at ambient temperature. Since the reaction was not completed and it was so slow, sodium borohydride (220 mg) was added to the mixture at 0° C. and stirred overnight. The reaction mixture was neutralized with 1N hydrochloric acid and diluted with ethyl acetate. The organic layer was ... Isolated yield 62.0%. Conditions: time 8 hour. As a reaction SMILES: [CH:1]1([CH:7]2[CH2:21][NH:20][CH2:19][CH2:18][NH:17][CH2:16][CH2:15][NH:14][CH2:13][CH2:12][NH:11][CH2:10][CH2:9][NH:8]2)[CH2:6][CH2:5][CH2:4][CH2:3][CH2:2]1.[Cl-:22].[Mn+2:23].[Cl-:24]>CO>[Cl:22][C:7]1([CH:1]2[CH2:2][CH2:3][CH2:4][CH2:5][CH2:6]2)[CH2:21][NH:20][CH2:19][CH2:18][NH:17][CH2:16][CH2:15][NH:14][CH2:13][CH2:12][NH:11][CH2:10][CH2:9][N:8]1[Cl:24].[Mn+2:23] |f:1.2.3,5.6|. The reactants are C1(CCCCC1)C1NCCNCCNCCNCCNC1 (2-Cyclohexyl-1,4,7,10,13-pentaazacyclopentadecane), Example 30E, [Cl-].[Mn+2].[Cl-] (manganese(II) chloride). Procedure details: 2-Cyclohexyl-1,4,7,10,13-pentaazacyclopentadecane prepared as in Example 30E (0.50 g, 1.7 mmol) was added to a refluxing anhydrous MeOH solution (50 ml) containing anhydrous manganese(II) chloride (0.21 g, 1.7 mmol) under a dry nitrogen atmosphere. After refluxing for 2 h, the solution was stirred overnight at room temperature. The solution was filtered through celite and then taken to dryness. The solid was recrystallized from EtOH to give 0.44 g (62% yield) of a white solid after washing with ... Product: ClC1(N(CCNCCNCCNCCNC1)Cl)C1CCCCC1.[Mn+2] (Manganese(II)dichloro(2-Cyclohexyl-1,4,7,10,13-pentaazacyclopentadecane)). Run in CO (MeOH).